From a dataset of the Open Reaction Database (ORD), a public repository of structured organic reaction records. describe an organic reaction: reactants, conditions, products, and yield The reactants are O=C1CCC(=O)N1Br, O, O=c1cc(C(F)(F)F)nc(-c2ccccc2)[nH]1. As a reaction SMILES: [Br:18][N:19]1[C:20](=[O:21])[CH2:22][CH2:23][C:24]1=[O:25].[OH2:26].[c:1]1(-[c:7]2[n:8][c:9]([C:14]([F:15])([F:16])[F:17])[cH:10][c:11](=[O:13])[nH:12]2)[cH:2][cH:3][cH:4][cH:5][cH:6]1>>[c:1]1(-[c:7]2[n:8][c:9]([C:14]([F:15])([F:16])[F:17])[c:10]([Br:18])[c:11](=[O:13])[nH:12]2)[cH:2][cH:3][cH:4][cH:5][cH:6]1. Yields the product O=c1[nH]c(-c2ccccc2)nc(C(F)(F)F)c1Br.